The task is: describe an organic reaction: reactants, conditions, products, and yield. This data is from the Open Reaction Database (ORD), a public repository of structured organic reaction records. The reactants are C(C)OC=1C=C(N)C=CC1OCC (3,4-Diethoxyaniline), C(C)OC=C(C(=O)OCC)C(=O)OCC (diethyl ethoxymethylenemalonate). Product: C(C)OC=1C=C2C(C(=CNC2=CC1OCC)C(=O)OCC)=O (6,7-diethoxy-3-ethoxycarbonyl-4(1H)-quinolone). Isolated yield 69.0%. As a reaction SMILES: [CH2:1]([O:3][C:4]1[CH:5]=[C:6]([CH:8]=[CH:9][C:10]=1[O:11][CH2:12][CH3:13])[NH2:7])[CH3:2].C([O:16][CH:17]=[C:18]([C:24](OCC)=O)[C:19]([O:21][CH2:22][CH3:23])=[O:20])C>>[CH2:12]([O:11][C:10]1[CH:9]=[C:8]2[C:6](=[CH:5][C:4]=1[O:3][CH2:1][CH3:2])[NH:7][CH:24]=[C:18]([C:19]([O:21][CH2:22][CH3:23])=[O:20])[C:17]2=[O:16])[CH3:13]. Procedure details: 3,4-Diethoxyaniline (3.7 g) and diethyl ethoxymethylenemalonate (5.3 g) were reacted in the same manner as in Experimental Example 1 to obtain 6,7-diethoxy-3-ethoxycarbonyl-4(1H)-quinolone (4.3 g). The compound (3 g) was subjected to hydrolysis and decarboxylation in the same manner as in Experimental Example 2 to obtain 6,7-diethoxy-4(1H)-quinolone (compound 10, 1.9 g).